Dataset: the Open Reaction Database (ORD), a public repository of structured organic reaction records. Task: describe an organic reaction: reactants, conditions, products, and yield Reaction SMILES: [CH3:43][OH:44].[K+:42].[NH2:1][CH2:2][c:3]1[cH:4][c:5]([NH:9][c:10]2[c:11]3[c:12]([n:13][c:14]([NH:16][c:17]4[cH:18][cH:19][c:20]([N:23]([C:24]([CH3:25])=[O:26])[CH3:27])[cH:21][cH:22]4)[n:15]2)[n:28]([S:31]([c:32]2[cH:33][cH:34][c:35]([CH3:36])[cH:37][cH:38]2)(=[O:39])=[O:40])[cH:29][cH:30]3)[cH:6][cH:7][cH:8]1.[OH-:41]>>[NH2:1][CH2:2][c:3]1[cH:4][c:5]([NH:9][c:10]2[c:11]3[c:12]([n:13][c:14]([NH:16][c:17]4[cH:18][cH:19][c:20]([N:23]([C:24]([CH3:25])=[O:26])[CH3:27])[cH:21][cH:22]4)[n:15]2)[nH:28][cH:29][cH:30]3)[cH:6][cH:7][cH:8]1. Yields the product CC(=O)N(C)c1ccc(Nc2nc(Nc3cccc(CN)c3)c3cc[nH]c3n2)cc1. Reactants: CO, [K+], CC(=O)N(C)c1ccc(Nc2nc(Nc3cccc(CN)c3)c3ccn(S(=O)(=O)c4ccc(C)cc4)c3n2)cc1, [OH-].